This data is from the Open Reaction Database (ORD), a public repository of structured organic reaction records. The task is: describe an organic reaction: reactants, conditions, products, and yield The reactants are C(C)(C)NC(OCC)=NC(C)C (ethyl N,N'-diisopropyl-carbamimidate), CC1([C@@H]([C@@H]1C=C1CCCC1)C(=O)O)C ((1R,cis) 2,2-dimethyl-3-cyclopentylidenemethyl-cyclopropane-1-carboxylic acid). The solvent is C(C)(=O)OCC (ethyl acetate). Product: CC1([C@@H]([C@@H]1C=C1CCCC1)C(=O)OCC)C (ethyl (1R,cis) 2,2-dimethyl-3-cyclopentylidenemethyl-cyclopropane-1-carboxylate). Isolated yield 15.7%. Reaction SMILES: [CH:1](NC(=NC(C)C)OCC)(C)[CH3:2].[CH3:13][C:14]1([CH3:26])[C@@H:16]([CH:17]=[C:18]2[CH2:22][CH2:21][CH2:20][CH2:19]2)[C@H:15]1[C:23]([OH:25])=[O:24]>C(OCC)(=O)C>[CH3:13][C:14]1([CH3:26])[C@@H:16]([CH:17]=[C:18]2[CH2:22][CH2:21][CH2:20][CH2:19]2)[C@H:15]1[C:23]([O:25][CH2:1][CH3:2])=[O:24]. Procedure details: 7.5 g of ethyl N,N'-diisopropyl-carbamimidate were added to a solution of 7.8 g of (1R,cis) 2,2-dimethyl-3-cyclopentylidenemethyl-cyclopropane-1-carboxylic acid in 20 ml of ethyl acetate and the mixture was refluxed for 2 hours and was filtered. The filtrate was evaporated to dryness and the 13 g of residue were chromatographed over silica gel. Elution with a 7-3 cyclohexane-ethyl acetate mixture and the fraction with a Rf=0.45 was evaporated to dryness under reduced pressure to obtain 1.4 g of ... Reactants: S(=S)(=O)([O-])[O-].[Na+].[Na+] (sodium thiosulfate), C(CCC)OCCOC1=CC=C(C=C1)C=1C=CC2=C(C=C(CCN2CC(C)C)C(=O)NC2=CC(=C(C=C2)SCC=2C=NC=CC2)C(F)(F)F)C1 (7-[4-(2-butoxyethoxy)phenyl]-1-isobutyl-N-[4-[(3-pyridinylmethyl)sulfanyl]-3-(trifluoromethyl)phenyl]-2,3-dihydro-1-benzazepine-4-carboxamide), ClC1=CC(=CC=C1)C(=O)OO (m-chloroperbenzoic acid). Solvent: C(Cl)Cl (methylene chloride), C(Cl)Cl (methylene chloride). Reaction SMILES: [CH2:1]([O:5][CH2:6][CH2:7][O:8][C:9]1[CH:14]=[CH:13][C:12]([C:15]2[CH:16]=[CH:17][C:18]3[N:24]([CH2:25][CH:26]([CH3:28])[CH3:27])[CH2:23][CH2:22][C:21]([C:29]([NH:31][C:32]4[CH:37]=[CH:36][C:35]([S:38][CH2:39][C:40]5[CH:41]=[N:42][CH:43]=[CH:44][CH:45]=5)=[C:34]([C:46]([F:49])([F:48])[F:47])[CH:33]=4)=[O:30])=[CH:20][C:19]=3[CH:50]=2)=[CH:11][CH:10]=1)[CH2:2][CH2:3][CH3:4].ClC1C=CC=C(C(OO)=[O:59])C=1.S([O-])([O-])(=O)=S.[Na+].[Na+]>C(Cl)Cl>[CH2:1]([O:5][CH2:6][CH2:7][O:8][C:9]1[CH:14]=[CH:13][C:12]([C:15]2[CH:16]=[CH:17][C:18]3[N:24]([CH2:25][CH:26]([CH3:27])[CH3:28])[CH2:23][CH2:22][C:21]([C:29]([NH:31][C:32]4[CH:37]=[CH:36][C:35]([S:38]([CH2:39][C:40]5[CH:41]=[N:42][CH:43]=[CH:44][CH:45]=5)=[O:59])=[C:34]([C:46]([F:49])([F:48])[F:47])[CH:33]=4)=[O:30])=[CH:20][C:19]=3[CH:50]=2)=[CH:11][CH:10]=1)[CH2:2][CH2:3][CH3:4] |f:2.3.4|. Product: C(CCC)OCCOC1=CC=C(C=C1)C=1C=CC2=C(C=C(CCN2CC(C)C)C(=O)NC2=CC(=C(C=C2)S(=O)CC=2C=NC=CC2)C(F)(F)F)C1 (7-[4-(2-butoxyethoxy)phenyl]-1-isobutyl-N-[4-[(3-pyridinylmethyl)sulfinyl]-3-(trifluoromethyl)phenyl]-2,3-dihydro-1-benzazepine-4-carboxamide). Reported procedure: To a solution of 7-[4-(2-butoxyethoxy)phenyl]-1-isobutyl-N-[4-[(3-pyridinylmethyl)sulfanyl]-3-(trifluoromethyl)phenyl]-2,3-dihydro-1-benzazepine-4-carboxamide (0.36 g) in methylene chloride (10.8 ml) was added dropwise a solution of m-chloroperbenzoic acid (0.11 g) in methylene chloride (7.2 ml) at −78° C., and the mixture was stirred for 15 minutes. To the reaction mixture was added an aqueous solution of saturated sodium thiosulfate. The mixture was extracted with ethyl acetate, and the organi... Reaction conditions: time 15 minute. Isolated yield 27.2%. Starting materials: CC#N, CN(C)C=O, Fc1ccc(CBr)c(F)c1, [K+], [K+], O=C([O-])[O-], O, O, Cc1ccc(CO)cc1-n1c(C)cc(O)cc1=O. Yields the product Cc1ccc(CO)cc1-n1c(C)cc(OCc2ccc(F)cc2F)cc1=O. RXN SMILES: [C:42](#[N:43])[CH3:44].[CH3:36][N:37]([CH3:38])[CH:39]=[O:40].[F:19][c:20]1[c:21]([CH2:22][Br:23])[cH:24][cH:25][c:26]([F:28])[cH:27]1.[K+:29].[K+:30].[O-:31][C:32]([O-:33])=[O:34].[OH2:35].[OH2:41].[OH:1][c:2]1[cH:3][c:4](=[O:18])[n:5](-[c:9]2[c:10]([CH3:17])[cH:11][cH:12][c:13]([CH2:15][OH:16])[cH:14]2)[c:6]([CH3:8])[cH:7]1>>[O:1]([c:2]1[cH:3][c:4](=[O:18])[n:5](-[c:9]2[c:10]([CH3:17])[cH:11][cH:12][c:13]([CH2:15][OH:16])[cH:14]2)[c:6]([CH3:8])[cH:7]1)[CH2:22][c:21]1[c:20]([F:19])[cH:27][c:26]([F:28])[cH:25][cH:24]1. Procedure details: t-Butyl 2-chloro-6-methoxypyridine-4-carboxylate (D20) (0.72 g) was heated with sodium methanethiolate (0.414 g) in DMF (12 ml) at 60° C. for 50 min. The solution was poured into 10% aq. citric acid and extracted twice with ethyl acetate. The combined extracts were washed with aqueous sodium bicarbonate, water and brine, dried (MgSO4) and evaporated to a yellow semi-solid which was chromatographed on silica, eluting with hexane/ethyl acetate, giving D21 (0.33 g). Product: COC1=CC(=CC(=N1)C)C(=S)OC(C)(C)C (t-Butyl 6-methoxy-2-methylthiopyridine-4-carboxylate). Starting materials: ClC1=NC(=CC(=C1)C(=O)OC(C)(C)C)OC (t-Butyl 2-chloro-6-methoxypyridine-4-carboxylate), C[S-].[Na+] (sodium methanethiolate), CN(C)C=O (DMF), C(CC(O)(C(=O)O)CC(=O)O)(=O)O (citric acid). Reaction SMILES: Cl[C:2]1[CH:7]=[C:6](C(OC(C)(C)C)=O)[CH:5]=[C:4]([O:15][CH3:16])[N:3]=1.[CH3:17][S-:18].[Na+].C(O)(=O)[CH2:21][C:22]([CH2:27]C(O)=O)([C:24](O)=O)[OH:23].[CH3:33]N(C=O)C>>[CH3:16][O:15][C:4]1[N:3]=[C:2]([CH3:33])[CH:7]=[C:6]([C:17]([O:23][C:22]([CH3:27])([CH3:24])[CH3:21])=[S:18])[CH:5]=1 |f:1.2|. The reactants are FC1=C(C=CC=C1)[C@@]1(O[C@H]1C)CN1N=CN=C1 ((2R,3S)-2-(2-Fluorophenyl)-3-methyl-2-(1H-1,2,4-triazol-1-yl)methyloxirane), FC(C(F)F)(OC1=CC=C(C=C1)N1C(NC=C1)=O)F (1-[4-(1,1,2,2-tetrafluoroethoxy)phenyl]-2(1H,3H)-imidazolone), [H-].[Na+] (sodium hydride), CN(C=O)C (N,N-dimethylformamide). Run in O (water). Conditions: temperature 80 celsius, time 20 hour. The product is FC1=C(C=CC=C1)[C@]([C@@H](C)N1C(N(C=C1)C1=CC=C(C=C1)OC(C(F)F)(F)F)=O)(CN1N=CN=C1)O (1-[(1R,2R)-2-(2-fluorophenyl)-2-hydroxy-1-methyl-3-(1H-1,2,4-triazol-1-yl)propyl]-3-[4-(1,1,2,2-tetrafluoroethoxy)phenyl]-2(1H,3H)-imidazolone). Isolated yield 8.2%. RXN SMILES: [F:1][C:2]1[CH:7]=[CH:6][CH:5]=[CH:4][C:3]=1[C@@:8]1([CH2:12][N:13]2[CH:17]=[N:16][CH:15]=[N:14]2)[C@H:10]([CH3:11])[O:9]1.[F:18][C:19]([F:36])([O:23][C:24]1[CH:29]=[CH:28][C:27]([N:30]2[CH:34]=[CH:33][NH:32][C:31]2=[O:35])=[CH:26][CH:25]=1)[CH:20]([F:22])[F:21].[H-].[Na+].CN(C)C=O>O>[F:1][C:2]1[CH:7]=[CH:6][CH:5]=[CH:4][C:3]=1[C@@:8]([OH:9])([CH2:12][N:13]1[CH:17]=[N:16][CH:15]=[N:14]1)[C@H:10]([N:32]1[CH:33]=[CH:34][N:30]([C:27]2[CH:26]=[CH:25][C:24]([O:23][C:19]([F:36])([F:18])[CH:20]([F:22])[F:21])=[CH:29][CH:28]=2)[C:31]1=[O:35])[CH3:11] |f:2.3|. Reported procedure: (2R,3S)-2-(2-Fluorophenyl)-3-methyl-2-(1H-1,2,4-triazol-1-yl)methyloxirane (1.5 g), 2.66 g of 1-[4-(1,1,2,2-tetrafluoroethoxy)phenyl]-2(1H,3H)-imidazolone and 0.386 g of 60% sodium hydride in oil were added to 25 ml of N,N-dimethylformamide. The mixture was stirred at 80° C. for 20 hours. After cooling, the reaction mixture was added to 100 ml of water and extracted with ethyl acetate (50 ml×2). The extract was washed with water, dried over anhydrous magnesium sulfate and then distilled off unde...